The task is: describe an organic reaction: reactants, conditions, products, and yield. This data is from the Open Reaction Database (ORD), a public repository of structured organic reaction records. Starting materials: BrB(Br)Br, ClCCl, FC(F)(F)c1cnc(Oc2c(Cl)cc(OCc3ccccc3)cc2Cl)c(Cl)c1, Cl. The product is Oc1cc(Cl)c(Oc2ncc(C(F)(F)F)cc2Cl)c(Cl)c1. Reaction SMILES: [B:29]([Br:30])([Br:31])[Br:32].[CH2:34]([Cl:35])[Cl:36].[Cl:1][c:2]1[cH:3][c:4]([O:21][CH2:22][c:23]2[cH:24][cH:25][cH:26][cH:27][cH:28]2)[cH:5][c:6]([Cl:20])[c:7]1[O:8][c:9]1[n:10][cH:11][c:12]([C:16]([F:17])([F:18])[F:19])[cH:13][c:14]1[Cl:15].[ClH:33]>>[Cl:1][c:2]1[cH:3][c:4]([OH:21])[cH:5][c:6]([Cl:20])[c:7]1[O:8][c:9]1[n:10][cH:11][c:12]([C:16]([F:17])([F:18])[F:19])[cH:13][c:14]1[Cl:15]. Reactants: [Li+].[Cl-] (LiCl), [Sn](C)(C)(C)C (Me4Sn), [Sn](C)(C)(C)C (Me4Sn), BrC1=CC=2SCC(NC2N=C1C(=O)OC)=O (Methyl 7-bromo-3-oxo-3,4-dihydro-2H-pyrido[3,2-b][1,4]thiazine-6-carboxylate). Reagents/catalysts: Cl[Pd]([P](C1=CC=CC=C1)(C2=CC=CC=C2)C3=CC=CC=C3)([P](C4=CC=CC=C4)(C5=CC=CC=C5)C6=CC=CC=C6)Cl (PdCl2(PPh3)2). Run in CN(C)C=O (DMF), C(Cl)Cl (DCM), O (water). Conditions: temperature 100 celsius. Product: CC1=CC=2SCC(NC2N=C1C(=O)OC)=O (Methyl 7-methyl-3-oxo-3,4-dihydro-2H-pyrido[3,2-b][1,4]thiazine-6-carboxylate). The yield is 44.2%. As a reaction SMILES: Br[C:2]1[C:11]([C:12]([O:14][CH3:15])=[O:13])=[N:10][C:9]2[NH:8][C:7](=[O:16])[CH2:6][S:5][C:4]=2[CH:3]=1.[Li+].[Cl-].[Sn](C)(C)(C)[CH3:20]>CN(C=O)C.C(Cl)Cl.O.Cl[Pd](Cl)([P](C1C=CC=CC=1)(C1C=CC=CC=1)C1C=CC=CC=1)[P](C1C=CC=CC=1)(C1C=CC=CC=1)C1C=CC=CC=1>[CH3:20][C:2]1[C:11]([C:12]([O:14][CH3:15])=[O:13])=[N:10][C:9]2[NH:8][C:7](=[O:16])[CH2:6][S:5][C:4]=2[CH:3]=1 |f:1.2,^1:35,54|. Procedure: Methyl 7-bromo-3-oxo-3,4-dihydro-2H-pyrido[3,2-b][1,4]thiazine-6-carboxylate (1.44 g, 4.75 mmol) was dissolved in DMF (20 mL) and treated with PdCl2(PPh3)2 (167 mg, 0.238 mmol), LiCl (604 mg, 14.2 mmol) and Me4Sn (0.66 mL, 4.75 mmol). The reaction was heated at 100° C. for 30 min, at which point the reaction was no longer proceeding. An additional 0.25 mL of Me4Sn was added and the reaction was heated for an additional 4 h. After cooling, the reaction was diluted with DCM and water. The product ... The reactants are [Ba+2], O=C(Nc1[nH]n(-c2c(Cl)cc(Cl)cc2Cl)c(=O)c1-n1cccn1)c1ccccc1, CO, [Na+], [OH-], [OH-], [OH-]. The product is Nc1[nH]n(-c2c(Cl)cc(Cl)cc2Cl)c(=O)c1-n1cccn1. As a reaction SMILES: [Ba+2:2].[C:6](=[O:7])([c:8]1[cH:9][cH:10][cH:11][cH:12][cH:13]1)[NH:14][c:15]1[nH:16][n:17](-[c:26]2[c:27]([Cl:34])[cH:28][c:29]([Cl:33])[cH:30][c:31]2[Cl:32])[c:18](=[O:25])[c:19]1-[n:20]1[n:21][cH:22][cH:23][cH:24]1.[CH3:35][OH:36].[Na+:5].[OH-:1].[OH-:3].[OH-:4]>>[NH2:14][c:15]1[nH:16][n:17](-[c:26]2[c:27]([Cl:34])[cH:28][c:29]([Cl:33])[cH:30][c:31]2[Cl:32])[c:18](=[O:25])[c:19]1-[n:20]1[n:21][cH:22][cH:23][cH:24]1. Starting materials: CNCCNC (N,N′-dimethylethylenediamine), COCC1CNC(O1)=O (5-methoxymethyloxazolidin-2-one), IC1=CC=C(C(=O)OCC)C=C1 (ethyl 4-iodobenzoate), C([O-])([O-])=O.[K+].[K+] (potassium carbonate). Reagents/catalysts: [Cu]I (copper (I) iodide). Run in C1(=CC=CC=C1)C (toluene), O (water). Product: COCC1=CN(C(O1)=O)C1=CC=C(C(=O)OCC)C=C1 (ethyl 4-(5-methoxymethyl-2-oxooxazolin-3-yl)benzoate). RXN SMILES: [CH3:1][O:2][CH2:3][CH:4]1[O:8][C:7](=[O:9])[NH:6][CH2:5]1.I[C:11]1[CH:21]=[CH:20][C:14]([C:15]([O:17][CH2:18][CH3:19])=[O:16])=[CH:13][CH:12]=1.C(=O)([O-])[O-].[K+].[K+].CNCCNC>[Cu]I.O.C1(C)C=CC=CC=1>[CH3:1][O:2][CH2:3][C:4]1[O:8][C:7](=[O:9])[N:6]([C:11]2[CH:21]=[CH:20][C:14]([C:15]([O:17][CH2:18][CH3:19])=[O:16])=[CH:13][CH:12]=2)[CH:5]=1 |f:2.3.4|. Procedure: By reaction and treatment in the same manner as in Preparation Example 25 and using 1-amino-3-methoxypropan-2-ol (1 g), 5-methoxymethyloxazolidin-2-one (620 mg) was obtained. To a mixture of 5-methoxymethyloxazolidin-2-one (620 mg), ethyl 4-iodobenzoate (1.6 mL), potassium carbonate (2.6 g) and copper (I) iodide (552 mg) were added toluene (20 mL) and N,N′-dimethylethylenediamine (625 μL), and the mixture was refluxed for 8 hr. After cooling, water was added to the reaction mixture, and the mixt... The reactants are ClC1=CC(=NC=C1)C=1NC(=CC(C1)=O)C1=NC=CC=C1 (4-chloro-1′H-[2,2′;6′,2″]terpyridin-4′-one), CN1CCNCC1 (1-methylpiperazine). The reagents and catalysts are [Cl-].[Zn+2].[Cl-] (zinc(II) chloride). Solvent: CC(C)(CC)O (2-methyl-2-butanol). The product is CN1CCN(CC1)C1=CC(=NC=C1)C=1NC(=CC(C1)=O)C1=NC=CC=C1 (4-(4-Methyl-piperazin-1-yl)-1′H-[2,2′;6′,2″]terpyridin-4′-one). As a reaction SMILES: Cl[C:2]1[CH:7]=[CH:6][N:5]=[C:4]([C:8]2[NH:9][C:10]([C:15]3[CH:20]=[CH:19][CH:18]=[CH:17][N:16]=3)=[CH:11][C:12](=[O:14])[CH:13]=2)[CH:3]=1.[CH3:21][N:22]1[CH2:27][CH2:26][NH:25][CH2:24][CH2:23]1>CC(O)(CC)C.[Cl-].[Zn+2].[Cl-]>[CH3:21][N:22]1[CH2:27][CH2:26][N:25]([C:2]2[CH:7]=[CH:6][N:5]=[C:4]([C:8]3[NH:9][C:10]([C:15]4[CH:20]=[CH:19][CH:18]=[CH:17][N:16]=4)=[CH:11][C:12](=[O:14])[CH:13]=3)[CH:3]=2)[CH2:24][CH2:23]1 |f:3.4.5|. Procedure: A mixture of 5.22 g (18.4 mmol) of 4-chloro-1′H-[2,2′;6′,2″]terpyridin-4′-one, 18.36 g (184 mmol, 20.4 ml) of 1-methylpiperazine and 125 mg (0.92 mmol, 0.05 equivalent) of zinc(II) chloride in 80 ml of 2-methyl-2-butanol is boiled under reflux for 30 hours. The mixture is evaporated to dryness on a rotary evaporator. 100 ml of water are added and the mixture is rendered neutral with concentrated hydrochloric acid. Extracting the mixture four times with chloroform and combining and drying (sodium...